The task is: describe an organic reaction: reactants, conditions, products, and yield. This data is from the Open Reaction Database (ORD), a public repository of structured organic reaction records. Starting materials: [Cl-].[NH4+] (ammonium chloride), FC=1C=C(C(=O)N2C3CCCCC23)C=C(C1OCC#C)F (7-[3,5-difluoro-4-(2-propynyloxy)benzoyl]-7-azabicyclo[4.1.0]heptane). Reagents/catalysts: [Cl-].[Zn+2].[Cl-] (zinc (II) chloride). The solvent is C(Cl)(Cl)Cl (chloroform), C(Cl)(Cl)Cl (chloroform). Reaction conditions: temperature 60 celsius, time 5 minute. Yields the product ClC1C(CCCC1)NC(C1=CC(=C(C(=C1)F)OCC#C)F)=O (N-(2-chlorocyclohexyl)-3,5-difluoro-4-(2-propynyloxy)benzamide). As a reaction SMILES: [F:1][C:2]1[CH:3]=[C:4]([CH:14]=[C:15]([F:21])[C:16]=1[O:17][CH2:18][C:19]#[CH:20])[C:5]([N:7]1[CH:13]2[CH:8]1[CH2:9][CH2:10][CH2:11][CH2:12]2)=[O:6].[Cl-:22].[NH4+]>[Cl-].[Zn+2].[Cl-].C(Cl)(Cl)Cl>[Cl:22][CH:13]1[CH2:12][CH2:11][CH2:10][CH2:9][CH:8]1[NH:7][C:5](=[O:6])[C:4]1[CH:3]=[C:2]([F:1])[C:16]([O:17][CH2:18][C:19]#[CH:20])=[C:15]([F:21])[CH:14]=1 |f:1.2,3.4.5|. Procedure details: A mixture of 4 ml of chloroform and 298 mg of zinc (II) chloride was stirred at 60° C. After 5 minutes, a mixture of 291 mg of 7-[3,5-difluoro-4-(2-propynyloxy)benzoyl]-7-azabicyclo[4.1.0]heptane and 2 ml of chloroform was added dropwise thereto at 60° C., and the resulting mixture was heated under reflux for 5 hours. Then, an aqueous saturated ammonium chloride solution was added to the reaction mixture, and this was extracted with chloroform. The organic layer was dried over magnesium sulfate,... Starting materials: CC1=CCCC(=CCC1)C (1,5-dimethyl-1,5-cyclooctadiene), CC1=CCCC=C(CC1)C (1,6-dimethyl-1,5-cyclooctadiene), Br (hydrogen bromide). Product: CC12CCCC(CC1)(C2Br)C (1,5-dimethyl-8-bromo bicyclo[3,2,1]octane). Isolated yield 93.3%. As a reaction SMILES: [CH3:1][C:2]1[CH2:9][CH2:8][CH:7]=[C:6]([CH3:10])[CH2:5][CH2:4][CH:3]=1.CC1CCC(C)=CCCC=1.[BrH:21]>>[CH3:10][C:6]12[CH:3]([Br:21])[C:2]([CH3:1])([CH2:4][CH2:5]1)[CH2:9][CH2:8][CH2:7]2. Reported procedure: A mixture of 68 g (0.5 mol) 1,5-dimethyl-1,5-cyclooctadiene and 1,6-dimethyl-1,5-cyclooctadiene (ratio 80/20) was boiled under stirring for 1 hour with 500 ml 48% hydrogen bromide and 10 g of AMBERLYST A15 ion-exchange resin. Thereafter, the reaction product was subjected to azeotrope distillation with the aqueous hydrogen bromide solution. The distillate was then extracted with pentane. The pentane layer was treated as described in Example 1a. By fractional distillation under reduced pressure 8... The product is C(C)OC1=NC=CC=2C(=NC3=CC=NC=C3C21)O (10-Ethoxypyrido[4,3-c]-1,6-naphthyridin-6-ol). Starting materials: NC1=C(C=NC=C1)C=1C(=NC=CC1C(=O)N(C(C)C)C(C)C)OCC (4′-Amino-2-ethoxy-N,N-diisopropyl-3,3′-bipyridine-4-carboxamide), NC1=C(C=NC=C1)C1=C(C(=O)OC)C=CC=C1OCC (methyl 2-(4-aminopyridin-3-yl)-3-ethoxybenzoate). Reaction SMILES: N[C:2]1[CH:7]=[CH:6][N:5]=[CH:4][C:3]=1[C:8]1[C:9]([O:23][CH2:24][CH3:25])=[N:10][CH:11]=[CH:12][C:13]=1[C:14]([N:16](C(C)C)C(C)C)=[O:15].NC1C=CN=CC=1C1C(OCC)=CC=CC=1C(OC)=O>>[CH2:24]([O:23][C:9]1[C:8]2[C:3]3[C:2](=[CH:7][CH:6]=[N:5][CH:4]=3)[N:16]=[C:14]([OH:15])[C:13]=2[CH:12]=[CH:11][N:10]=1)[CH3:25]. Procedure details: 4′-Amino-2-ethoxy-N,N-diisopropyl-3,3′-bipyridine-4-carboxamide was converted to methyl 2-(4-aminopyridin-3-yl)-3-ethoxybenzoate using the same procedure as shown in (Example 3, Step 2). The product was triturated with diethyl ether. The reactants are CCCCc1nnc(OC2CCN(C)CC2)cc1-c1ccc(OCC2CCNCC2)cc1, CC(=O)Cl, CN(C)c1ccncc1, CCN(C(C)C)C(C)C, ClCCl, Cl, Cl, Cl. The product is CCCCc1nnc(OC2CCN(C)CC2)cc1-c1ccc(OCC2CCN(C(C)=O)CC2)cc1, Cl, Cl. As a reaction SMILES: [CH2:3]([CH2:4][CH2:5][CH3:6])[c:7]1[n:8][n:9][c:10]([O:27][CH:28]2[CH2:29][CH2:30][N:31]([CH3:34])[CH2:32][CH2:33]2)[cH:11][c:12]1-[c:13]1[cH:14][cH:15][c:16]([O:19][CH2:20][CH:21]2[CH2:22][CH2:23][NH:24][CH2:25][CH2:26]2)[cH:17][cH:18]1.[CH3:35][C:36]([Cl:37])=[O:38].[CH3:52][N:53]([c:54]1[cH:55][cH:56][n:57][cH:58][cH:59]1)[CH3:60].[CH:39]([N:40]([CH2:41][CH3:42])[CH:43]([CH3:44])[CH3:45])([CH3:46])[CH3:47].[Cl:49][CH2:50][Cl:51].[ClH:1].[ClH:2].[ClH:48]>>[CH2:3]([CH2:4][CH2:5][CH3:6])[c:7]1[n:8][n:9][c:10]([O:27][CH:28]2[CH2:29][CH2:30][N:31]([CH3:34])[CH2:32][CH2:33]2)[cH:11][c:12]1-[c:13]1[cH:14][cH:15][c:16]([O:19][CH2:20][CH:21]2[CH2:22][CH2:23][N:24]([C:36]([CH3:35])=[O:38])[CH2:25][CH2:26]2)[cH:17][cH:18]1.[ClH:1].[ClH:37].